From a dataset of the Open Reaction Database (ORD), a public repository of structured organic reaction records. describe an organic reaction: reactants, conditions, products, and yield The reactants are BrC=1C=C2[C@]3([C@@H](N(C2=CC1OC)C)N(CC3)C)C (cis-(±)-5-Bromo-1,2,3,3a,8,8a-hexahydro-6-methoxy- 1,3a,8-trimethyl-pyrrolo[2,3-b]indole), B(Br)(Br)Br (BBr3). Solvent: C(Cl)Cl (DCM), C(Cl)Cl (DCM). Conditions: time 8 hour. Yields the product BrC=1C=C2[C@]3([C@@H](N(C2=CC1O)C)N(CC3)C)C (cis-(±)-5-Bromo-1,2,3,3a,8,8a-hexahydro-1,3a,8-trimethylpyrrolo[2,3-b]indol-6-ol). As a reaction SMILES: [Br:1][C:2]1[CH:3]=[C:4]2[C:8](=[CH:9][C:10]=1[O:11]C)[N:7]([CH3:13])[C@H:6]1[N:14]([CH3:17])[CH2:15][CH2:16][C@@:5]21[CH3:18].B(Br)(Br)Br>C(Cl)Cl>[Br:1][C:2]1[CH:3]=[C:4]2[C:8](=[CH:9][C:10]=1[OH:11])[N:7]([CH3:13])[C@H:6]1[N:14]([CH3:17])[CH2:15][CH2:16][C@@:5]21[CH3:18]. Procedure: cis-(±)-5-Bromo-1,2,3,3a,8,8a-hexahydro-6-methoxy- 1,3a,8-trimethyl-pyrrolo[2,3-b]indole (11 g) was dissolved in dry DCM (200 ml) and added dropwise at 0° C. to a stirred solution of BBr3 in DCM (300 ml). The mixture was warmed to room temperature and stirred overnight under nitrogen. The mixture was quenched with aq. Na2 CO3 and aq. NaHCO3 until basic at 0° C. The organic layer was dried and evaporated to a foam (10 g). The IR, NMR and Mass Spectra confirmed the purity and identity of this prod... Product: O=C(OCc1ccccc1)N1CCc2ccccc2C1c1cc(Cl)ccc1OCc1cc(O)no1. Reactants: Oc1cc(COc2ccc(Cl)cc2C2NCCc3ccccc32)on1, O=C(Cl)OCc1ccccc1, ClCCl. Reaction SMILES: [Cl:1][c:2]1[cH:3][c:4]([CH:16]2[NH:17][CH2:18][CH2:19][c:20]3[cH:21][cH:22][cH:23][cH:24][c:25]32)[c:5]([O:6][CH2:7][c:8]2[cH:9][c:10]([OH:13])[n:11][o:12]2)[cH:14][cH:15]1.[Cl:26][C:27](=[O:28])[O:29][CH2:30][c:31]1[cH:32][cH:33][cH:34][cH:35][cH:36]1.[Cl:37][CH2:38][Cl:39]>>[Cl:1][c:2]1[cH:3][c:4]([CH:16]2[N:17]([C:27](=[O:28])[O:29][CH2:30][c:31]3[cH:32][cH:33][cH:34][cH:35][cH:36]3)[CH2:18][CH2:19][c:20]3[cH:21][cH:22][cH:23][cH:24][c:25]32)[c:5]([O:6][CH2:7][c:8]2[cH:9][c:10]([OH:13])[n:11][o:12]2)[cH:14][cH:15]1. The reactants are C1(=CC=CC=C1)N1C=NC2=C(C1=O)SC=C2C2=CC=CC=C2 (3,7-Diphenylthieno[3,2-d]pyrimidin-4(3H)-one), NC1=C(SC=C1C1=CC=CC=C1)C(=O)OC (methyl 3-amino-4-phenylthiophene-2-carboxylate), C(OCC)(OCC)OCC (triethyl orthoformate), O1[C@H](CCC1)CN ((R)-(tetrahydrofuran-2-yl)methanamine). RXN SMILES: [C:1]1([N:7]2[C:12](=[O:13])[C:11]3[S:14][CH:15]=[C:16]([C:17]4[CH:22]=[CH:21][CH:20]=[CH:19][CH:18]=4)[C:10]=3[N:9]=[CH:8]2)C=[CH:5][CH:4]=[CH:3][CH:2]=1.NC1C(C2C=CC=CC=2)=CSC=1C(OC)=[O:36].C(OCC)(OCC)OCC.O1CCC[C@@H]1CN>C(O)(=O)C>[C:17]1([C:16]2[C:10]3[N:9]=[CH:8][N:7]([CH2:1][C@H:2]4[CH2:3][CH2:4][CH2:5][O:36]4)[C:12](=[O:13])[C:11]=3[S:14][CH:15]=2)[CH:22]=[CH:21][CH:20]=[CH:19][CH:18]=1. Product: C1(=CC=CC=C1)C1=CSC2=C1N=CN(C2=O)C[C@@H]2OCCC2 ((R)-7-phenyl-3-((tetrahydrofuran-2-yl)methyl)thieno[3,2-d]pyrimidin-4(3H)-one). The solvent is C(C)(=O)O (acetic acid). Yield: 72.4%. Reported procedure: In the same manner as the synthesis of Compound 1, methyl 3-amino-4-phenylthiophene-2-carboxylate (100 mg, 0.43 mmol), triethyl orthoformate (1.0 ml), (R)-(tetrahydrofuran-2-yl)methanamine (0.102 ml, 0.99 mmol), and acetic acid (0.1 ml) were used to give 97.3 mg (0.31 mmol, 72.4% yield) of the title compound. The product is NC1=CC=CC(=N1)NC(C1=C(C=CC=C1)NC(C1=CC=C(C=C1)C(C)(C)C)=O)=O (N-(6-Aminopyridin-2-yl)-2-[(4-tert-butylbenzoyl)amino]benzamide). Starting materials: C1(C=2C(C(N1C1=CC=CC(=N1)NC(C1=C(C=CC=C1)NC(C1=CC=C(C=C1)C(C)(C)C)=O)=O)=O)=CC=CC2)=O (N-(6-phthalimidopyridin-2-yl)-2-[(4-tert-butylbenzoyl)amino]benzamide), O.NN (hydrazine hydrate). The solvent is C(C)O (ethanol). Reaction SMILES: C1(=O)[N:5]([C:6]2[N:11]=[C:10]([NH:12][C:13](=[O:33])[C:14]3[CH:19]=[CH:18][CH:17]=[CH:16][C:15]=3[NH:20][C:21](=[O:32])[C:22]3[CH:27]=[CH:26][C:25]([C:28]([CH3:31])([CH3:30])[CH3:29])=[CH:24][CH:23]=3)[CH:9]=[CH:8][CH:7]=2)C(=O)C2=CC=CC=C12.O.NN>C(O)C>[NH2:5][C:6]1[N:11]=[C:10]([NH:12][C:13](=[O:33])[C:14]2[CH:19]=[CH:18][CH:17]=[CH:16][C:15]=2[NH:20][C:21](=[O:32])[C:22]2[CH:23]=[CH:24][C:25]([C:28]([CH3:29])([CH3:31])[CH3:30])=[CH:26][CH:27]=2)[CH:9]=[CH:8][CH:7]=1 |f:1.2|. Procedure: To a stirred solution N-(6-phthalimidopyridin-2-yl)-2-[(4-tert-butylbenzoyl)amino]benzamide (230 mg, 0.44 mmol) in ethanol (15 mL) was added hydrazine hydrate (0.22 g, 4.4 mmol). After refluxing the mixture for 30 min, the solvent was removed in vacuo and the residue was dissolved in ethyl acetate, washed twice with saturated aqueous sodium bicarbonate solution, twice with saturated aqueous sodium chloride solution, dried (magnesium sulfate), filtered, and concentrated in vacuo. The residue was ... The yield is 29.8%. The reactants are ClC=1N=CC2=C(N1)C(=CS2)NC2=CC(=C(C(=C2)OC)OC)OC (2-chloro-N-(3,4,5-trimethoxyphenyl)thieno[3,2-d]pyrimidin-7-amine), O1CCN(CC1)C1=CC=C(C=N1)N (6-morpholinopyridin-3-amine). Yields the product O1CCN(CC1)C1=CC=C(C=N1)NC=1N=CC2=C(N1)C(=CS2)NC2=CC(=C(C(=C2)OC)OC)OC (N2-(6-Morpholinopyridin-3-yl)-N7-(3,4,5-trimethoxyphenyl)thieno[3,2-d]pyrimidin-2,7-diamine). The yield is 74.5%. RXN SMILES: Cl[C:2]1[N:3]=[CH:4][C:5]2[S:10][CH:9]=[C:8]([NH:11][C:12]3[CH:17]=[C:16]([O:18][CH3:19])[C:15]([O:20][CH3:21])=[C:14]([O:22][CH3:23])[CH:13]=3)[C:6]=2[N:7]=1.[O:24]1[CH2:29][CH2:28][N:27]([C:30]2[N:35]=[CH:34][C:33]([NH2:36])=[CH:32][CH:31]=2)[CH2:26][CH2:25]1>>[O:24]1[CH2:29][CH2:28][N:27]([C:30]2[N:35]=[CH:34][C:33]([NH:36][C:2]3[N:3]=[CH:4][C:5]4[S:10][CH:9]=[C:8]([NH:11][C:12]5[CH:17]=[C:16]([O:18][CH3:19])[C:15]([O:20][CH3:21])=[C:14]([O:22][CH3:23])[CH:13]=5)[C:6]=4[N:7]=3)=[CH:32][CH:31]=2)[CH2:26][CH2:25]1. Procedure details: N2-(6-Morpholinopyridin-3-yl)-N7-(3,4,5-trimethoxyphenyl)thieno[3,2-d]pyrimidin-2,7-diamine (21 mg, 74% yield) was prepared in the same manner as Step 10 of Example 1 using 2-chloro-N-(3,4,5-trimethoxyphenyl)thieno[3,2-d]pyrimidin-7-amine (20 mg, 0.057 mmol) and 6-morpholinopyridin-3-amine (12 mg, 0.068 mmol). The reactants are O=c1[nH]nc(Cl)c2cc(Br)ccc12, CCOC(C)=O, NCc1cccc(C(F)(F)F)c1Cl, O=C(C=Cc1ccccc1)C=Cc1ccccc1, O=C(C=Cc1ccccc1)C=Cc1ccccc1, O=C(C=Cc1ccccc1)C=Cc1ccccc1, [Pd], [Pd]. Product: O=c1[nH]nc(Cl)c2cc(NCc3cccc(C(F)(F)F)c3Cl)ccc12. Reaction SMILES: [Br:1][c:2]1[cH:3][c:4]2[c:5]([Cl:13])[n:6][nH:7][c:8](=[O:12])[c:9]2[cH:10][cH:11]1.[CH3:27][CH2:28][O:29][C:30]([CH3:31])=[O:32].[Cl:14][c:15]1[c:16]([CH2:17][NH2:18])[cH:19][cH:20][cH:21][c:22]1[C:23]([F:24])([F:25])[F:26].[O:35]=[C:36]([CH:37]=[CH:38][c:39]1[cH:40][cH:41][cH:42][cH:43][cH:44]1)[CH:45]=[CH:46][c:47]1[cH:48][cH:49][cH:50][cH:51][cH:52]1.[O:53]=[C:54]([CH:55]=[CH:56][c:57]1[cH:58][cH:59][cH:60][cH:61][cH:62]1)[CH:63]=[CH:64][c:65]1[cH:66][cH:67][cH:68][cH:69][cH:70]1.[O:71]=[C:72]([CH:73]=[CH:74][c:75]1[cH:76][cH:77][cH:78][cH:79][cH:80]1)[CH:81]=[CH:82][c:83]1[cH:84][cH:85][cH:86][cH:87][cH:88]1.[Pd:33].[Pd:34]>>[c:2]1([NH:18][CH2:17][c:16]2[c:15]([Cl:14])[c:22]([C:23]([F:24])([F:25])[F:26])[cH:21][cH:20][cH:19]2)[cH:3][c:4]2[c:5]([Cl:13])[n:6][nH:7][c:8](=[O:12])[c:9]2[cH:10][cH:11]1. The reactants are Br.C(C)NC([C@@H](N)C)=O (L-alanine ethylamide hydrobromide), C(C1=CC=CC=C1)OC(=O)N[C@@H](C)C(=O)O (N-benzyloxycarbonyl-L-alanine), C(C)N1CCOCC1 (N-ethylmorpholine), C(C(C)(C)C)(=O)Cl (pivaloyl chloride), C(C)N1CCOCC1 (N-ethylmorpholine). Run in CN(C=O)C (dimethylformamide), O1CCCC1 (tetrahydrofuran). Run at temperature -5 celsius, time 30 minute. The product is C(C1=CC=CC=C1)OC(=O)N[C@@H](C)C(=O)N[C@@H](C)C(=O)O (N-benzyloxycarbonyl-L-alanyl-L-alanine). RXN SMILES: [CH2:1]([O:8][C:9]([NH:11][C@H:12]([C:14]([OH:16])=O)[CH3:13])=[O:10])[C:2]1[CH:7]=[CH:6][CH:5]=[CH:4][CH:3]=1.C(N1CC[O:22]CC1)C.C(Cl)(=O)C(C)(C)C.Br.C(N[C:36](=[O:40])[C@H:37]([CH3:39])[NH2:38])C>O1CCCC1.CN(C)C=O>[CH2:1]([O:8][C:9]([NH:11][C@H:12]([C:14]([NH:38][C@H:37]([C:36]([OH:40])=[O:22])[CH3:39])=[O:16])[CH3:13])=[O:10])[C:2]1[CH:3]=[CH:4][CH:5]=[CH:6][CH:7]=1 |f:3.4|. Procedure details: 7.5 g (0.034 mol) of N-benzyloxycarbonyl-L-alanine were dissolved in 50 ml of dry tetrahydrofuran and the solution was cooled to -5° C. 4.26 ml (0.034 mol) of N-ethylmorpholine and 4.14 ml (0.034 mol) of pivaloyl chloride were then added and the solution was stirred at -5° C. for 30 minutes. To this mixture was then added a solution of 7.0 g (0.034 mol) of L-alanine ethylamide hydrobromide in 50 ml of dimethylformamide followed by 8.5 ml (0.068 mol) of N-ethylmorpholine. The solution was stirred... Reactants: C(CC(=O)O)(=O)O.C(C)[K] (Ethyl potassium malonate), Cl (hydrochloric acid), CC=1N(C2=C(C=NC=C2)N1)C1=CC=C(C=N1)C(=O)Cl (6-(2-methylimidazo[4,5-c]pyrid-1-yl)pyrid-3-oyl chloride), C(C)(C)[Mg]Cl (isopropyl magnesium chloride), C([O-])(O)=O.[Na+] (sodium bicarbonate). The solvent is ClCCl (dichloromethane), C1CCOC1 (THF), O1CCCC1 (tetrahydrofuran). Conditions: time 0.5 hour. The product is CC=1N(C2=C(C=NC=C2)N1)C1=NC=C(C=C1)C(=O)CC(=O)OCC (Ethyl 2-(2-methylimidazo[4,5-c]pyrid-1-yl)pyrid-5-oylacetate). Yield: 63.0%. RXN SMILES: [C:1]([OH:7])(=[O:6])[CH2:2][C:3]([OH:5])=O.[CH2:8]([K])[CH3:9].C([Mg]Cl)(C)C.[CH3:16][C:17]1[N:18]([C:26]2[N:31]=[CH:30][C:29](C(Cl)=O)=[CH:28][CH:27]=2)[C:19]2[CH:24]=[CH:23][N:22]=[CH:21][C:20]=2[N:25]=1.Cl.C(=O)(O)[O-].[Na+]>O1CCCC1.ClCCl>[CH3:16][C:17]1[N:18]([C:26]2[CH:27]=[CH:28][C:29]([C:3]([CH2:2][C:1]([O:7][CH2:8][CH3:9])=[O:6])=[O:5])=[CH:30][N:31]=2)[C:19]2[CH:24]=[CH:23][N:22]=[CH:21][C:20]=2[N:25]=1 |f:0.1,5.6|. Procedure details: Ethyl potassium malonate (57 mg) was suspended in dry tetrahydrofuran (1 ml) and 2M isopropyl magnesium chloride in THF (170 μl) added. The suspension was sonicated for 1/2 hour giving a homogeneous solution. This was added with stirring to the suspension of 6-(2-methylimidazo[4,5-c]pyrid-1-yl)pyrid-3-oyl chloride in dichloromethane. The mixture was stirred at room temperature for 1/2 hour. It was then poured into 1N hydrochloric acid, stirred for 15 minutes and adjusted to pH8 with saturated so...